From a dataset of the Open Reaction Database (ORD), a public repository of structured organic reaction records. describe an organic reaction: reactants, conditions, products, and yield The reactants are CC(C)(C)OC(=O)N1CC(O)CC1C(=O)O, CCOC(C)=O, [N-]=[N+]=C(c1ccccc1)c1ccccc1. Product: CC(C)(C)OC(=O)N1CC(O)CC1C(=O)OC(c1ccccc1)c1ccccc1. As a reaction SMILES: [C:1](=[O:2])([O:3][C:4]([CH3:5])([CH3:6])[CH3:7])[N:8]1[CH:9]([C:10](=[O:11])[OH:12])[CH2:13][CH:14]([OH:16])[CH2:15]1.[CH3:32][CH2:33][O:34][C:35](=[O:36])[CH3:37].[c:17]1([C:23](=[N+:24]=[N-:25])[c:26]2[cH:27][cH:28][cH:29][cH:30][cH:31]2)[cH:18][cH:19][cH:20][cH:21][cH:22]1>>[C:1](=[O:2])([O:3][C:4]([CH3:5])([CH3:6])[CH3:7])[N:8]1[CH:9]([C:10]([O:11][CH:23]([c:17]2[cH:18][cH:19][cH:20][cH:21][cH:22]2)[c:26]2[cH:27][cH:28][cH:29][cH:30][cH:31]2)=[O:12])[CH2:13][CH:14]([OH:16])[CH2:15]1. Reaction conditions: time 20 minute. Reaction SMILES: [O:1]=[C:2]([CH2:8][CH2:9][CH:10]=[CH:11][CH3:12])[CH2:3][C:4]([O:6][CH3:7])=[O:5].[N+:13]([CH:16]=[CH:17][C:18]1[CH:26]=[CH:25][C:21]2[O:22][CH2:23][O:24][C:20]=2[CH:19]=1)([O-:15])=[O:14].C(OCC)(=O)C.CCCCCC>C(O)(C)C.C1COCC1.C1CCN2C(=NCCC2)CC1>[C:2]([CH:3]([CH:17]([C:18]1[CH:26]=[CH:25][C:21]2[O:22][CH2:23][O:24][C:20]=2[CH:19]=1)[CH2:16][N+:13]([O-:15])=[O:14])[C:4]([O:6][CH3:7])=[O:5])(=[O:1])[CH2:8][CH2:9][CH:10]=[CH:11][CH3:12] |f:2.3|. Procedure details: A solution of methyl 3-oxo-6-octenoate (502 mg, 2.95 mmol) in 10 mL of isopropanol was added to a solution of 5-(2-nitrovinyl)-1,3-benzodioxole (712 mg, 3.69 mmol) in 10 mL THF, then DBU (22 μL, 0.15 mmol) was added. The resulting reddish solution was stirred at room temperature for 20 minutes. TLC (ethyl acetate-hexane, 1:3) indicated complete consumption of ketoester. The solution was concentrated in vacuo and flash chromatographed on silica gel eluting with 18% ethyl acetate in hexane to prod... The reactants are C(C)(=O)OCC.CCCCCC (ethyl acetate hexane), O=C(CC(=O)OC)CCC=CC (methyl 3-oxo-6-octenoate), [N+](=O)([O-])C=CC1=CC2=C(OCO2)C=C1 (5-(2-nitrovinyl)-1,3-benzodioxole). The reagents and catalysts are C1CCC2=NCCCN2CC1 (DBU). Yields the product C(CCC=CC)(=O)C(C(=O)OC)C(C[N+](=O)[O-])C1=CC2=C(OCO2)C=C1 (Methyl 2-(4-hexenoyl)-4-nitro-3-(1,3-benzodioxole-5-yl)butyrate). Run in C(C)(C)O (isopropanol), C1CCOC1 (THF). Yield: 82.0%. Starting materials: [Cl-].[Al+3].[Cl-].[Cl-] (aluminum chloride), C1=CCCCC1 (cyclohexene), O=CC(Cl)(Cl)Cl (chloral), Cl (hydrochloric acid). Conditions: temperature 0 celsius, time 1 hour. Yields the product C1(C=CCCC1)C(C(Cl)(Cl)Cl)O (1-(2-cyclohexen-1-yl)-2,2,2-trichloroethanol). Yield: 65.4%. RXN SMILES: [Cl-].[Al+3].[Cl-].[Cl-].[CH:5]1[CH2:10][CH2:9][CH2:8][CH2:7][CH:6]=1.[O:11]=[CH:12][C:13]([Cl:16])([Cl:15])[Cl:14].Cl>>[CH:5]1([CH:12]([OH:11])[C:13]([Cl:16])([Cl:15])[Cl:14])[CH2:10][CH2:9][CH2:8][CH:7]=[CH:6]1 |f:0.1.2.3|. Procedure details: Anhydrous aluminum chloride (8.4 g; 0.063 mole) was added portionwise over a period of 2 hours to a stirred mixture of cyclohexene (108 g; 1.32 moles) and chloral (97 g; 0.653 mole), the temperature of which was maintained at 0° C. The reaction was allowed to proceed for a further 1 hour at 0° C. and then poured into a mixture of ice and concentrated hydrochloric acid. The reaction mixture was extracted three times with ether and the combined extracts washed with water (2×200 ml). The dried (MgS... Reactants: CS(=O)(=O)Cl (Methanesulfonyl chloride), C(C(C)(C)C)(=O)OC1=CC=C(C=C1)C=1N=NN(N1)CC1=C(C=CC=C1)N (4-[2-(2-aminobenzyl)tetrazol-5-yl]phenyl pivalate), N1=CC=CC=C1 (pyridine). Run in ClCCl (dichloromethane). Reaction conditions: time 15 hour. The product is C(C(C)(C)C)(=O)OC1=CC=C(C=C1)C=1N=NN(N1)CC1=C(C=CC=C1)NS(=O)(=O)C (4-[2-[2-(Methylsulfonylamino)benzyl]tetrazol-5-yl]phenyl pivalate). Isolated yield 69.9%. RXN SMILES: [CH3:1][S:2](Cl)(=[O:4])=[O:3].[C:6]([O:12][C:13]1[CH:18]=[CH:17][C:16]([C:19]2[N:20]=[N:21][N:22]([CH2:24][C:25]3[CH:30]=[CH:29][CH:28]=[CH:27][C:26]=3[NH2:31])[N:23]=2)=[CH:15][CH:14]=1)(=[O:11])[C:7]([CH3:10])([CH3:9])[CH3:8].N1C=CC=CC=1>ClCCl>[C:6]([O:12][C:13]1[CH:14]=[CH:15][C:16]([C:19]2[N:20]=[N:21][N:22]([CH2:24][C:25]3[CH:30]=[CH:29][CH:28]=[CH:27][C:26]=3[NH:31][S:2]([CH3:1])(=[O:4])=[O:3])[N:23]=2)=[CH:17][CH:18]=1)(=[O:11])[C:7]([CH3:10])([CH3:9])[CH3:8]. Procedure: Methanesulfonyl chloride (114.5 mg) was added to a solution of 4-[2-(2-aminobenzyl)tetrazol-5-yl]phenyl pivalate (0.351 g), obtained in example 78, and pyridine (79 mg) in dichloromethane (2 ml) under ice cooling, and stirring was continued for 15 h. The mixture was washed with water, dried and evaporated to dryness. The residue was purified by column chromatography on silica gel with ethyl acetate-hexane (1/2) as an eluate. Recrystallization from ethyl acetate-hexane gave 300 mg (70%) of the ti... The reactants are BrC1=CC(=C(N)C(=C1)F)F (4-bromo-2,6-difluoroaniline), CC1=CNC2=CC=C(C=C12)B1OC(C(O1)(C)C)(C)C (3-methyl-5-(4,4,5,5-tetramethyl-1,3,2-dioxaborolan-2-yl)-1H-indole). Yields the product FC1=C(N)C(=CC(=C1)C=1C=C2C(=CNC2=CC1)C)F (2,6-difluoro-4-(3-methyl-1H-indol-5-yl)aniline). The yield is 54.9%. Reaction SMILES: Br[C:2]1[CH:8]=[C:7]([F:9])[C:5]([NH2:6])=[C:4]([F:10])[CH:3]=1.[CH3:11][C:12]1[C:20]2[C:15](=[CH:16][CH:17]=[C:18](B3OC(C)(C)C(C)(C)O3)[CH:19]=2)[NH:14][CH:13]=1>>[F:9][C:7]1[CH:8]=[C:2]([C:18]2[CH:19]=[C:20]3[C:15](=[CH:16][CH:17]=2)[NH:14][CH:13]=[C:12]3[CH3:11])[CH:3]=[C:4]([F:10])[C:5]=1[NH2:6]. Reported procedure: The title compound (68 mg) was prepared from 4-bromo-2,6-difluoroaniline (100 mg, 0.48 mmol) and 3-methyl-5-(4,4,5,5-tetramethyl-1,3,2-dioxaborolan-2-yl)-1H-indole (160 mg, 0.62 mmol) as a white solid. 1H-NMR (δ ppm, DMSO-d6, 400 MHz): 10.71 (s, 1H), 7.67 (s, 1H), 7.33-7.29 (m, 2H), 7.28-7.21 (m, 2H), 7.09 (s, 1H), 5.12 (s, 2H), 2.27 (s, 3H). Starting materials: C=1C=CC2=C(C1)N=NN2O (HOBT), CCN=C=NCCCN(C)C.Cl (EDAC.HCl), C(#N)C=1C=C2C(=NN(C2=CC1)C1OCCCC1)C=1C=C(C(=O)O)C=CC1 (3-(5-cyano-1-perhydro-2H-pyran-2-yl-1H-indazol-3-yl)benzoic acid), FC1=CC=C(N)C=C1 (4-fluoroaniline). The solvent is C1CCOC1 (THF). Yields the product C(#N)C1CCC(OC1)N1N=C(C2=CC=CC=C12)C=1C=C(C=CC1)C(=O)NC1=CC=C(C=C1)F ([3-(5-Cyano-1-perhydro-2H-pyran-2-yl(1H-indazol-3-yl))phenyl]-N-(4-fluorophenyl)carboxamide), CN(C)C=O (DMF). Isolated yield 536.1%. Reaction SMILES: C([C:3]1[CH:4]=[C:5]2[C:9](=[CH:10][CH:11]=1)[N:8]([CH:12]1[CH2:17][CH2:16][CH2:15][CH2:14][O:13]1)[N:7]=[C:6]2[C:18]1[CH:19]=[C:20]([CH:24]=[CH:25][CH:26]=1)[C:21]([OH:23])=O)#N.[F:27][C:28]1[CH:34]=[CH:33][C:31]([NH2:32])=[CH:30][CH:29]=1.C1C=CC2N([OH:44])N=[N:41][C:39]=2C=1.CCN=C=NCC[CH2:52][N:53]([CH3:55])[CH3:54].Cl>C1COCC1>[C:39]([CH:15]1[CH2:14][O:13][CH:12]([N:8]2[C:9]3[C:5](=[CH:4][CH:3]=[CH:11][CH:10]=3)[C:6]([C:18]3[CH:19]=[C:20]([C:21]([NH:32][C:31]4[CH:33]=[CH:34][C:28]([F:27])=[CH:29][CH:30]=4)=[O:23])[CH:24]=[CH:25][CH:26]=3)=[N:7]2)[CH2:17][CH2:16]1)#[N:41].[CH3:55][N:53]([CH:52]=[O:44])[CH3:54] |f:3.4|. Procedure: The title compound was prepared according to the procedure of Example 367 A using the following amounts of reagents: 3-(5-cyano-1-perhydro-2H-pyran-2-yl-1H-indazol-3-yl)benzoic acid (2.65 g, 7.63 mmol), 4-fluoroaniline (2.20 mL, 23.22 mmol), HOBT (3.1 g, 22.95 mmol), EDAC.HCl (4.4 g, 22.95 mmol), anhydrous THF (50.0 mL) and anhydrous DMF (15.0 mL) (2.99 g, 89% yield) as a yellow solid. ES-MS (m/z) 441 [M+H]+.